This data is from the Open Reaction Database (ORD), a public repository of structured organic reaction records. The task is: describe an organic reaction: reactants, conditions, products, and yield Reactants: ClC1=C(C=C(C=C1)NC(NC1=C(C2=C(CN(CC2)CC)S1)C(=O)N)=O)C (2-[3-(4-Chloro-3-methylphenyl)ureido]-6-ethyl-4,5,6,7-tetrahydrothieno[2,3-c]pyridine-3-carboxamide), Cl (hydrochloride). Solvent: C(Cl)Cl (methylene chloride). Yields the product Cl.ClC1=C(C=C(C=C1)NC(NC1=C(C2=C(CN(CC2)CC)S1)C(=O)N)=O)C (2-[3-(4-Chloro-3-methylphenyl)ureido]-6-ethyl-4,5,6,7-tetrahydrothieno[2,3-c]pyridine-3-carboxamide hydrochloride). Reaction SMILES: [Cl:1][C:2]1[CH:7]=[CH:6][C:5]([NH:8][C:9](=[O:25])[NH:10][C:11]2[S:21][C:14]3[CH2:15][N:16]([CH2:19][CH3:20])[CH2:17][CH2:18][C:13]=3[C:12]=2[C:22]([NH2:24])=[O:23])=[CH:4][C:3]=1[CH3:26].Cl>C(Cl)Cl>[ClH:1].[Cl:1][C:2]1[CH:7]=[CH:6][C:5]([NH:8][C:9](=[O:25])[NH:10][C:11]2[S:21][C:14]3[CH2:15][N:16]([CH2:19][CH3:20])[CH2:17][CH2:18][C:13]=3[C:12]=2[C:22]([NH2:24])=[O:23])=[CH:4][C:3]=1[CH3:26] |f:3.4|. Procedure details: To a stirred mixture of compound F5 (157 mg, 0.400 mmol) in methylene chloride (50 mL) at room temperature was added hydrochloride (2 M in diethyl ether, 0.300 mL, 0.600 mmol). After addition, the mixture was concentrated under reduced pressure. The resulting solid was triturated with methylene chloride and filtered to afford compound F6 as yellow solid: 1H NMR (500 MHz, DMSO-d6) δ 10.94 (s, 1H), 10.84 (bs, 1H), 10.22 (s, 1H), 7.75-6.90 (m, 5H), 4.49 (d, J=14.5 Hz, 1H), 4.22-4.16 (m, 1H), 3.65-3... The reactants are C(#N)C[C@@H](CO)NC(OC(C)(C)C)=O (tert-butyl [(2S)-1-cyano-3-hydroxypropan-2-yl]carbamate), [H-].[Na+] (sodium hydride), O (water), CI (methyl iodide). Solvent: O1CCCC1 (tetrahydrofuran). Conditions: time 10 minute. Product: C(#N)C[C@@H](COC)NC(OC(C)(C)C)=O (tert-butyl [(2S)-1-cyano-3-methoxypropan-2-yl]carbamate). Reaction SMILES: [C:1]([CH2:3][C@H:4]([NH:7][C:8](=[O:14])[O:9][C:10]([CH3:13])([CH3:12])[CH3:11])[CH2:5][OH:6])#[N:2].[H-].[Na+].[CH3:17]I.O>O1CCCC1>[C:1]([CH2:3][C@H:4]([NH:7][C:8](=[O:14])[O:9][C:10]([CH3:11])([CH3:13])[CH3:12])[CH2:5][O:6][CH3:17])#[N:2] |f:1.2|. Reported procedure: To a solution in tetrahydrofuran (10 mL) of the compound (650 mg) obtained in step (1) above, sodium hydride (60% dispersion in mineral oil, 143 mg) was added under cooling with ice. After stirring the mixture at the same temperature for 10 minutes, methyl iodide (603 μL) was added. After stirring the mixture at the same temperature for 30 minutes and then at room temperature for an hour, water was added and extraction was conducted with ethyl acetate. The combined organic layers were passed thr... The reactants are CC(C)N1CCN(CC1)C1=CC=C(N)C=C1 (4-(4-(2-propyl)-piperazin-1-yl)aniline), C(#N)C(C(=O)N)=C(SC)SC (2-cyano-3,3-bis(methylthio)acrylamide), amide. The solvent is CCO (EtOH). Yields the product C(#N)C(C(=O)N)=C(SC)NC1=CC=C(C=C1)N1CCN(CC1)C(C)C (2-cyano-3-((4-(4-isopropylpiperazin-1-yl)phenyl)amino)-3-(methylthio)acrylamide). RXN SMILES: [C:1]([C:3](=[C:7]([S:10][CH3:11])SC)[C:4]([NH2:6])=[O:5])#[N:2].[CH3:12][CH:13]([N:15]1[CH2:20][CH2:19][N:18]([C:21]2[CH:27]=[CH:26][C:24]([NH2:25])=[CH:23][CH:22]=2)[CH2:17][CH2:16]1)[CH3:14]>CCO>[C:1]([C:3](=[C:7]([NH:25][C:24]1[CH:23]=[CH:22][C:21]([N:18]2[CH2:17][CH2:16][N:15]([CH:13]([CH3:14])[CH3:12])[CH2:20][CH2:19]2)=[CH:27][CH:26]=1)[S:10][CH3:11])[C:4]([NH2:6])=[O:5])#[N:2]. Procedure details: Dissolved 0.500 g 2-cyano-3,3-bis(methylthio)acrylamide in 15 mL EtOH and added 4-(4-(2-propyl)-piperazin-1-yl)aniline (1.0 eq.). Stirred reaction at 75° C. until starting amide was absent by HPLC. Once complete (18 hrs), reaction was brought to room temperature and filtered to obtain 2-cyano-3-((4-(4-isopropylpiperazin-1-yl)phenyl)amino)-3-(methylthio)acrylamide as a purple powder. Product was allowed to dry under vacuum for 1 hr. The reactants are C(C1=CC=CC=C1)(=S)S (dithiobenzoic acid), CC(=C)C1=CC=CC=C1 (a-methylstyrene), resultant mixture. The solvent is C(Cl)(Cl)(Cl)Cl (carbon tetrachloride). Reaction conditions: temperature 70 celsius. Product: C(C1=CC=CC=C1)(=S)SC(C)(C)C1=CC=CC=C1 (2-phenylprop-2-yl dithiobenzoate). Yield: 32.6%. RXN SMILES: [C:1]([SH:9])(=[S:8])[C:2]1[CH:7]=[CH:6][CH:5]=[CH:4][CH:3]=1.[CH3:10][C:11]([C:13]1[CH:18]=[CH:17][CH:16]=[CH:15][CH:14]=1)=[CH2:12]>C(Cl)(Cl)(Cl)Cl>[C:1]([S:9][C:11]([C:13]1[CH:18]=[CH:17][CH:16]=[CH:15][CH:14]=1)([CH3:12])[CH3:10])(=[S:8])[C:2]1[CH:7]=[CH:6][CH:5]=[CH:4][CH:3]=1. Reported procedure: A mixture of dithiobenzoic acid (10.59 g), a-methylstyrene (10 g) and carbon tetrachloride (40 mL) was heated at 70° C. for 4 hours. The resultant mixture was reduced to a crude oil which was purified by column chromatography (aluminium oxide (activity III), n-hexane eluent) to give 2-phenylprop-2-yl dithiobenzoate (5) (6.1 g, 32.6% yield) as a dark purple oil. 1H-nmr (CDCl3) d(ppm): 2.03 (s, 6H); 7.20-7.60 (m, 8H) and 7.86 (m, 2H). Run at time 10 hour. Run in CN(C=O)C (dimethylformamide). Starting materials: C1(=CC=CC=C1)[C@@H](C)N1C(NC2=C1COC2=O)=O (1-[(R)-(1-phenylethyl)]-1H-furo[3,4-d]imidazol-2,4(3H,6H)-dione). Yields the product C1(=CC=CC=C1)[C@@H](C)N1C(N[C@H]2[C@@H]1COC2=O)=O ((3aS,6aR)-1[(R)-(1-phenylethyl)]-dihydro-1H-furo[3,4-d]imidazol-2,4(3H,3aH)-dione). RXN SMILES: [C:1]1([C@H:7]([N:9]2[C:13]3[CH2:14][O:15][C:16](=[O:17])[C:12]=3[NH:11][C:10]2=[O:18])[CH3:8])[CH:6]=[CH:5][CH:4]=[CH:3][CH:2]=1>CN(C)C=O.[Rh]>[C:1]1([C@H:7]([N:9]2[C@H:13]3[CH2:14][O:15][C:16](=[O:17])[C@H:12]3[NH:11][C:10]2=[O:18])[CH3:8])[CH:6]=[CH:5][CH:4]=[CH:3][CH:2]=1. The reagents and catalysts are [Rh] (Rh/Al2O3). Procedure: A solution of 8.98 g (36.8 mmol) of 1-[(R)-(1-phenylethyl)]-1H-furo[3,4-d]imidazol-2,4(3H,6H)-dione in 90 ml of dimethylformamide was placed in a 250-ml autoclave and 0.90 g of Rh/Al2O3 (5 percent) is added. Then the autoclave was flushed twice successively with hydrogen, and filled to 40 bars. The mixture was stirred for 10 hours. Then the catalyst was filtered off. The solvent was evaporated at 13.3 mbar and the residue was crystallized with 10 ml of ethyl acetate. (3aS,6aR)-1[(R)-(1-phenyleth... The solvent is C(C)#N (acetonitrile), O (water), ice water. Procedure: A solution of (Z)-5-(2,5-dimethoxy-3,4,6-trimethylphenyl)-3-methyl-2-pentenyl acetate (0.98 g) in acetonitrile (15 ml) was treated dropwise at -20° C. with a solution of ceric ammonium nitrate (4.1 g) in water (15 ml). After 15 minutes the mixture was warmed to -10° C and left at this temperature for 1 hour. The mixture was diluted with ice-water and extracted twice with methylene chloride. The extracts were washed with water, dried and chromatographed on silica gel with hexane/ethyl acetate 95:... RXN SMILES: [C:1]([O:4][CH2:5]/[CH:6]=[C:7](/[CH3:23])\[CH2:8][CH2:9][C:10]1[C:15]([CH3:16])=[C:14]([O:17]C)[C:13]([CH3:19])=[C:12]([CH3:20])[C:11]=1[O:21]C)(=[O:3])[CH3:2]>C(#N)C.O>[C:1]([O:4][CH2:5]/[CH:6]=[C:7](/[CH3:23])\[CH2:8][CH2:9][C:10]1[C:11](=[O:21])[C:12]([CH3:20])=[C:13]([CH3:19])[C:14](=[O:17])[C:15]=1[CH3:16])(=[O:3])[CH3:2]. The product is C(C)(=O)OC\C=C(/CCC1=C(C(C(=C(C1=O)C)C)=O)C)\C ((Z)-3-methyl-5-(2,4,5-trimethyl-3,6-dioxo-1,4-cyclohexadienyl)-2-pentenyl acetate). The yield is 75.4%. Conditions: temperature -10 celsius, time 1 hour. Reactants: C(C)(=O)OC\C=C(/CCC1=C(C(=C(C(=C1C)OC)C)C)OC)\C ((Z)-5-(2,5-dimethoxy-3,4,6-trimethylphenyl)-3-methyl-2-pentenyl acetate), ceric ammonium nitrate. The reactants are CCOC(=O)C(O)C(O)C(=O)OCC, Cc1c(OCC(F)(F)F)ccnc1CSc1nc2ccccc2[nH]1, CC(C)[O-], CC(C)[O-], CC(C)[O-], CC(C)[O-], CCOC(C)=O, CCN(C(C)C)C(C)C, [O-]O, O, [Ti+4], CC(C)c1ccccc1. The product is Cc1c(OCC(F)(F)F)ccnc1CS(=O)c1nc2ccccc2[nH]1. Reaction SMILES: [C:26](=[O:27])([CH:28]([CH:29]([C:30]([O:31][CH2:32][CH3:33])=[O:34])[OH:35])[OH:36])[O:37][CH2:38][CH3:39].[CH3:1][c:2]1[c:3]([CH2:14][S:15][c:16]2[nH:17][c:18]3[c:19]([n:20]2)[cH:21][cH:22][cH:23][cH:24]3)[n:4][cH:5][cH:6][c:7]1[O:8][CH2:9][C:10]([F:11])([F:12])[F:13].[CH3:60][CH:61]([CH3:62])[O-:63].[CH3:65][CH:66]([CH3:67])[O-:68].[CH3:69][CH:70]([CH3:71])[O-:72].[CH3:73][CH:74]([CH3:75])[O-:76].[CH3:77][CH2:78][O:79][C:80](=[O:81])[CH3:82].[CH:40]([N:41]([CH:42]([CH3:43])[CH3:44])[CH2:45][CH3:46])([CH3:47])[CH3:48].[O-:49][OH:50].[OH2:25].[Ti+4:64].[c:51]1([CH:52]([CH3:53])[CH3:54])[cH:55][cH:56][cH:57][cH:58][cH:59]1>>[CH3:1][c:2]1[c:3]([CH2:14][S:15]([c:16]2[n:17][c:18]3[c:19]([nH:20]2)[cH:21][cH:22][cH:23][cH:24]3)=[O:27])[n:4][cH:5][cH:6][c:7]1[O:8][CH2:9][C:10]([F:11])([F:12])[F:13].